From a dataset of the Open Reaction Database (ORD), a public repository of structured organic reaction records. describe an organic reaction: reactants, conditions, products, and yield Reactants: CN1CCN(C(=O)NCC(=O)OCc2ccccc2)CC1, CO, [H][H], O. Yields the product CN1CCN(C(=O)NCC(=O)O)CC1. Reaction SMILES: [CH3:1][N:2]1[CH2:3][CH2:4][N:5]([C:8](=[O:9])[NH:10][CH2:11][C:12](=[O:13])[O:14][CH2:15][c:16]2[cH:17][cH:18][cH:19][cH:20][cH:21]2)[CH2:6][CH2:7]1.[CH3:25][OH:26].[H:22][H:23].[OH2:24]>>[CH3:1][N:2]1[CH2:3][CH2:4][N:5]([C:8](=[O:9])[NH:10][CH2:11][C:12](=[O:13])[OH:14])[CH2:6][CH2:7]1.